Dataset: the Open Reaction Database (ORD), a public repository of structured organic reaction records. Task: describe an organic reaction: reactants, conditions, products, and yield The reactants are F[B-](F)(F)F, CCN(C(C)C)C(C)C, CNC(=O)c1c(-c2ccc(F)cc2)oc2ccc(-c3c(C)ccc(C(=O)O)c3F)cc12, CN(C)C=O, NC1(c2ccccn2)CC1, CN(C)C(On1nnc2ccccc21)=[N+](C)C. Yields the product CNC(=O)c1c(-c2ccc(F)cc2)oc2ccc(-c3c(C)ccc(C(=O)NC4(c5ccccn5)CC4)c3F)cc12. Reaction SMILES: [B-:42]([F:43])([F:44])([F:45])[F:46].[CH:64]([N:65]([CH2:66][CH3:67])[CH:68]([CH3:69])[CH3:70])([CH3:71])[CH3:72].[F:1][c:2]1[c:3]([C:4](=[O:5])[OH:6])[cH:7][cH:8][c:9]([CH3:31])[c:10]1-[c:11]1[cH:12][cH:13][c:14]2[c:15]([c:16]([C:26]([NH:27][CH3:28])=[O:29])[c:17](-[c:19]3[cH:20][cH:21][c:22]([F:25])[cH:23][cH:24]3)[o:18]2)[cH:30]1.[O:73]=[CH:74][N:75]([CH3:76])[CH3:77].[n:32]1[c:33]([C:38]2([NH2:41])[CH2:39][CH2:40]2)[cH:34][cH:35][cH:36][cH:37]1.[n:47]1([O:48][C:49]([N:50]([CH3:51])[CH3:52])=[N+:53]([CH3:54])[CH3:55])[c:56]2[cH:57][cH:58][cH:59][cH:60][c:61]2[n:62][n:63]1>>[F:1][c:2]1[c:3]([C:4](=[O:5])[NH:41][C:38]2([c:33]3[n:32][cH:37][cH:36][cH:35][cH:34]3)[CH2:39][CH2:40]2)[cH:7][cH:8][c:9]([CH3:31])[c:10]1-[c:11]1[cH:12][cH:13][c:14]2[c:15]([c:16]([C:26]([NH:27][CH3:28])=[O:29])[c:17](-[c:19]3[cH:20][cH:21][c:22]([F:25])[cH:23][cH:24]3)[o:18]2)[cH:30]1. Reactants: FC(C=1C=C(C=CC1)C(C)=O)F (1-(3-(difluoromethyl)phenyl)ethanone), CC(C)(C)[S@@](=O)N ((R)-2-methylpropane-2-sulfinamide), Amine-1. Yields the product FC(C=1C=C(C=CC1)C(C)N[S@](=O)C(C)(C)C)F ((R)—N-(1-(3-(difluoromethyl)phenyl)ethyl)-2-methylpropane-2-sulfinamide). The yield is 56.0%. Reaction SMILES: [F:1][CH:2]([F:12])[C:3]1[CH:4]=[C:5]([C:9](=O)[CH3:10])[CH:6]=[CH:7][CH:8]=1.[CH3:13][C:14]([S@:17]([NH2:19])=[O:18])([CH3:16])[CH3:15]>>[F:1][CH:2]([F:12])[C:3]1[CH:4]=[C:5]([CH:9]([NH:19][S@@:17]([C:14]([CH3:16])([CH3:15])[CH3:13])=[O:18])[CH3:10])[CH:6]=[CH:7][CH:8]=1. Procedure details: The title compound is prepared in 56% yield (0.53 g, colorless oil) from 1-(3-(difluoromethyl)phenyl)ethanone (0.58 g, 3.41 mmol, Step-1) and (R)-2-methylpropane-2-sulfinamide by the similar manner in Step-4 of Amine-1. Procedure details: The title compound is prepared in analogy to Example 67 starting from 300 mg (0.832 mmol) of [2-(8-phenyl-imidazo[4,5-c]quinolin-1-yl)phenyl]-acetonitrile (Example 64), 346 mg (0.499 mmol) hydroxylamine hydrochloride in 7 ml DMF, and 465 mg sodium carbonate in 2.5 ml water. The compound is isolated as colorless powder. mp: 253-254° C.; MS: 394 (M+1); HPLC: tret=6.57 min (Grad 1). Product: ONC(CC1=C(C=CC=C1)N1C=NC=2C=NC=3C=CC(=CC3C21)C2=CC=CC=C2)=N (N-Hydroxy-2-[2-(8-phenyl-imidazo[4,5-c]quinolin-1-yl)-phenyl]-acetamidine). The reactants are C1(=CC=CC=C1)C1=CC=2C3=C(C=NC2C=C1)N=CN3C3=C(C=CC=C3)CC#N ([2-(8-phenyl-imidazo[4,5-c]quinolin-1-yl)phenyl]-acetonitrile), Cl.NO (hydroxylamine hydrochloride), C([O-])([O-])=O.[Na+].[Na+] (sodium carbonate). Run in CN(C)C=O (DMF), O (water). As a reaction SMILES: [C:1]1([C:7]2[CH:16]=[CH:15][C:14]3[N:13]=[CH:12][C:11]4[N:17]=[CH:18][N:19]([C:20]5[CH:25]=[CH:24][CH:23]=[CH:22][C:21]=5[CH2:26][C:27]#[N:28])[C:10]=4[C:9]=3[CH:8]=2)[CH:6]=[CH:5][CH:4]=[CH:3][CH:2]=1.Cl.[NH2:30][OH:31].C(=O)([O-])[O-].[Na+].[Na+]>CN(C=O)C.O>[OH:31][NH:30][C:27](=[NH:28])[CH2:26][C:21]1[CH:22]=[CH:23][CH:24]=[CH:25][C:20]=1[N:19]1[C:10]2[C:9]3[CH:8]=[C:7]([C:1]4[CH:6]=[CH:5][CH:4]=[CH:3][CH:2]=4)[CH:16]=[CH:15][C:14]=3[N:13]=[CH:12][C:11]=2[N:17]=[CH:18]1 |f:1.2,3.4.5|. Reactants: CCN(CC)S(F)(F)F, COCCOCCOC, CC(=O)NCC1CN(c2ccc(N3CCC(F)(CO)CC3)c(F)c2)C(=O)O1. Yields the product CC(=O)NCC1CN(c2ccc(N3CCC(F)(CF)CC3)c(F)c2)C(=O)O1. RXN SMILES: [CH2:28]([N:29]([S:30]([F:31])([F:32])[F:34])[CH2:33][CH3:35])[CH3:36].[CH3:37][O:38][CH2:39][CH2:40][O:41][CH2:42][CH2:43][O:44][CH3:45].[F:1][C:2]1([CH2:26][OH:27])[CH2:3][CH2:4][N:5]([c:8]2[c:9]([F:25])[cH:10][c:11]([N:14]3[C:15](=[O:24])[O:16][CH:17]([CH2:19][NH:20][C:21]([CH3:22])=[O:23])[CH2:18]3)[cH:12][cH:13]2)[CH2:6][CH2:7]1>>[F:1][C:2]1([CH2:26][F:34])[CH2:3][CH2:4][N:5]([c:8]2[c:9]([F:25])[cH:10][c:11]([N:14]3[C:15](=[O:24])[O:16][CH:17]([CH2:19][NH:20][C:21]([CH3:22])=[O:23])[CH2:18]3)[cH:12][cH:13]2)[CH2:6][CH2:7]1. Reactants: COC1=CC=C(C=C1)CC(=O)C1=C(C(=O)NC)C=CC=C1 (2-(2-(4-methoxyphenyl)acetyl)-N-methylbenzamide), NN (hydrazine). Run in CCO (EtOH). Product: COC1=CC=C(CC2=NNC(C3=CC=CC=C23)=O)C=C1 (4-(4-methoxybenzyl)phthalazin-1(2H)-one). RXN SMILES: [CH3:1][O:2][C:3]1[CH:8]=[CH:7][C:6]([CH2:9][C:10]([C:12]2[CH:21]=[CH:20][CH:19]=[CH:18][C:13]=2[C:14]([NH:16]C)=[O:15])=O)=[CH:5][CH:4]=1.[NH2:22]N>CCO>[CH3:1][O:2][C:3]1[CH:8]=[CH:7][C:6]([CH2:9][C:10]2[C:12]3[C:13](=[CH:18][CH:19]=[CH:20][CH:21]=3)[C:14](=[O:15])[NH:16][N:22]=2)=[CH:5][CH:4]=1. Procedure details: To 2-(2-(4-methoxyphenyl)acetyl)-N-methylbenzamide (1.76 g, 6.20 mmol) in EtOH (20 mL) was added hydrazine (3.50 ml, 112 mmol). A water condenser was attached and the mixture was heated to reflux under a nitrogen atmosphere for 5 days. After concentration, the reaction was diluted with EtOAc and extracted with water. The organics were dried over sodium sulfate, filtered and concentrated. The crude was purified by washing the resulting solid with diethyl ether and filtering to yield 4-(4-methoxyb... The reactants are CCCCOc1cc2ncnc(Cl)c2cc1OC, Clc1ccc2c(c1)NCC2. The product is CCCCOc1cc2ncnc(N3CCc4ccc(Cl)cc43)c2cc1OC. RXN SMILES: [CH2:11]([CH2:12][CH2:13][CH3:14])[O:15][c:16]1[c:17]([O:27][CH3:28])[cH:18][c:19]2[c:20]([Cl:26])[n:21][cH:22][n:23][c:24]2[cH:25]1.[Cl:1][c:2]1[cH:3][cH:4][c:5]2[c:9]([cH:10]1)[NH:8][CH2:7][CH2:6]2>>[Cl:1][c:2]1[cH:3][cH:4][c:5]2[c:9]([cH:10]1)[N:8]([c:20]1[c:19]3[cH:18][c:17]([O:27][CH3:28])[c:16]([O:15][CH2:11][CH2:12][CH2:13][CH3:14])[cH:25][c:24]3[n:23][cH:22][n:21]1)[CH2:7][CH2:6]2. Starting materials: COC(=O)C1=NC=CC(=C1)OC1=C(C=C(C=C1)NC(=O)OCC1=CC=CC=C1)F (4-(4-benzyloxycarbonylamino-2-fluorophenoxy)pyridine-2-carboxylic acid methyl ester), [OH-].[Li+] (lithium hydroxide), Cl (hydrochloric acid). The solvent is CO (methanol), CN(C=O)C (N,N-dimethylformamide), O (water). Run at time 1 hour. Yields the product C(C1=CC=CC=C1)OC(=O)NC1=CC(=C(OC2=CC(=NC=C2)C(=O)O)C=C1)F (4-(4-Benzyloxycarbonylamino-2-fluorophenoxy)pyridine-2-carboxylic acid). Yield: 92.3%. Reaction SMILES: C[O:2][C:3]([C:5]1[CH:10]=[C:9]([O:11][C:12]2[CH:17]=[CH:16][C:15]([NH:18][C:19]([O:21][CH2:22][C:23]3[CH:28]=[CH:27][CH:26]=[CH:25][CH:24]=3)=[O:20])=[CH:14][C:13]=2[F:29])[CH:8]=[CH:7][N:6]=1)=[O:4].[OH-].[Li+].Cl>CO.CN(C)C=O.O>[CH2:22]([O:21][C:19]([NH:18][C:15]1[CH:16]=[CH:17][C:12]([O:11][C:9]2[CH:8]=[CH:7][N:6]=[C:5]([C:3]([OH:4])=[O:2])[CH:10]=2)=[C:13]([F:29])[CH:14]=1)=[O:20])[C:23]1[CH:24]=[CH:25][CH:26]=[CH:27][CH:28]=1 |f:1.2|. Reported procedure: After dissolving 4-(4-benzyloxycarbonylamino-2-fluorophenoxy)pyridine-2-carboxylic acid methyl ester (10.7 g) in methanol (450 ml) and N,N-dimethylformamide (150 ml), water (75 ml) and lithium hydroxide (1.36 g) were added and the mixture was stirred for 1 hour at room temperature. After adding 1N hydrochloric acid (100 ml), the reaction mixture was concentrated under reduced pressure, ethyl acetate (500 ml) was added for partition, and the precipitated solid was filtered. The resultant solid wa...